Dataset: the Open Reaction Database (ORD), a public repository of structured organic reaction records. Task: describe an organic reaction: reactants, conditions, products, and yield Starting materials: NC=1C2=C(N=CN1)N(C=C2C2=CC=C(OC1=C(C=O)C=CC=C1)C=C2)C2COCC2 (2-[4-(4-amino-7-(3-tetrahydrofuryl)-7H-pyrrolo[2,3-d)pyrimidin-5-yl)phenoxy]benzaldehyde), COCCN (2-methoxyethylamine). Product: COCCNCC1=C(OC2=CC=C(C=C2)C2=CN(C=3N=CN=C(C32)N)C3COCC3)C=CC=C1 (5-{4-[2-(2-methoxyethyl)aminomethylphenoxy]phenyl}-7-(3-tetrahydrofuryl)-7H-pyrrolo[2,3-d]-pyrimidin-4-ylamine). Reaction SMILES: [NH2:1][C:2]1[C:3]2[C:10]([C:11]3[CH:25]=[CH:24][C:14]([O:15][C:16]4[CH:23]=[CH:22][CH:21]=[CH:20][C:17]=4[CH:18]=O)=[CH:13][CH:12]=3)=[CH:9][N:8]([CH:26]3[CH2:30][CH2:29][O:28][CH2:27]3)[C:4]=2[N:5]=[CH:6][N:7]=1.[CH3:31][O:32][CH2:33][CH2:34][NH2:35]>>[CH3:31][O:32][CH2:33][CH2:34][NH:35][CH2:18][C:17]1[CH:20]=[CH:21][CH:22]=[CH:23][C:16]=1[O:15][C:14]1[CH:13]=[CH:12][C:11]([C:10]2[C:3]3[C:2]([NH2:1])=[N:7][CH:6]=[N:5][C:4]=3[N:8]([CH:26]3[CH2:30][CH2:29][O:28][CH2:27]3)[CH:9]=2)=[CH:25][CH:24]=1. Procedure details: In a similar manner to Example 10, 2-[4-(4-amino-7-(3-tetrahydrofuryl)-7H-pyrrolo[2,3-d)pyrimidin-5-yl)phenoxy]benzaldehyde (0.15 g) and 2-methoxyethylamine (56 mg) were reacted together to give 5-{4-[2-(2-methoxyethyl)aminomethylphenoxy]phenyl}-7-(3-tetrahydrofuryl)-7H-pyrrolo[2,3-d]-pyrimidin-4-ylamine m.p. 66-68° C. (glassy foam).